Task: describe an organic reaction: reactants, conditions, products, and yield. Dataset: the Open Reaction Database (ORD), a public repository of structured organic reaction records Starting materials: FC1=C(C(N)=NO)C(=CC=C1)C(F)(F)F (2-fluoro-6-trifluoromethylbenzamidoxime), C1(CC1)CBr (cyclopropylmethylbromide), ice water, [H-].[Na+] (sodium hydride). Run in CN(C)C=O (DMF). Run at time 3 hour. Yields the product C1(CC1)CON=C(C1=C(C=CC=C1C(F)(F)F)F)N (N'-cyclopropylmethyloxy-2-fluoro-6-trifluoromethylbenzamidine). The yield is 75.0%. RXN SMILES: [F:1][C:2]1[CH:11]=[CH:10][CH:9]=[C:8]([C:12]([F:15])([F:14])[F:13])[C:3]=1[C:4](=[N:6][OH:7])[NH2:5].[CH:16]1([CH2:19]Br)[CH2:18][CH2:17]1.[H-].[Na+]>CN(C=O)C>[CH:16]1([CH2:19][O:7][N:6]=[C:4]([NH2:5])[C:3]2[C:8]([C:12]([F:13])([F:14])[F:15])=[CH:9][CH:10]=[CH:11][C:2]=2[F:1])[CH2:18][CH2:17]1 |f:2.3|. Procedure details: In 100 ml of DMF was dissolved 26.6 g of 2-fluoro-6-trifluoromethylbenzamidoxime and 17.8 g of cyclopropylmethylbromide, and to the solution was added 4.8 g of sodium hydride (60% in oil) at 10° C. over 30 min. The solution was then stirred for 3 hours, and the solution reacted was poured into ice-water and extracted with ethyl acetate. The organic layer was washed with water and dried over anhydrous magnesium sulfate. The organic layer was concentrated under reduced pressure and the residue was... Starting materials: CCCN(CCC)CCCCc1nc2ccc(C#N)cc2n1C(C)C, CCO, [Na+], [OH-]. Yields the product CCCN(CCC)CCCCc1nc2ccc(CN)cc2n1C(C)C. Reaction SMILES: [CH2:1]([CH2:2][CH3:3])[N:4]([CH2:5][CH2:6][CH2:7][CH2:8][c:9]1[n:10]([CH:20]([CH3:21])[CH3:22])[c:11]2[c:12]([n:13]1)[cH:14][cH:15][c:16]([C:18]#[N:19])[cH:17]2)[CH2:23][CH2:24][CH3:25].[CH3:28][CH2:29][OH:30].[Na+:27].[OH-:26]>>[CH2:1]([CH2:2][CH3:3])[N:4]([CH2:5][CH2:6][CH2:7][CH2:8][c:9]1[n:10]([CH:20]([CH3:21])[CH3:22])[c:11]2[c:12]([n:13]1)[cH:14][cH:15][c:16]([CH2:18][NH2:19])[cH:17]2)[CH2:23][CH2:24][CH3:25]. Yields the product CCOC(=O)CCc1cc2ccccc2s1. RXN SMILES: [CH2:1]([CH3:2])[O:3][C:4]([CH:5]=[CH:6][c:7]1[cH:8][c:9]2[c:10]([s:11]1)[cH:12][cH:13][cH:14][cH:15]2)=[O:16].[CH3:17][CH2:18][OH:19]>>[CH2:1]([CH3:2])[O:3][C:4]([CH2:5][CH2:6][c:7]1[cH:8][c:9]2[c:10]([s:11]1)[cH:12][cH:13][cH:14][cH:15]2)=[O:16]. The reactants are CCOC(=O)C=Cc1cc2ccccc2s1, CCO. The reactants are C(C1=CC=CC=C1)OCCCOC=1C(=C(C=O)C=CC1OC)B1OC(C(O1)(C)C)(C)C (3-(3-benzyloxy-propoxy)-4-methoxy-2-(4,4,5,5-tetramethyl-[1,3,2]dioxaborolan-2-yl)-benzaldehyde), C1CCOC1 (THF), [N+](=O)([O-])C (nitromethane), [OH-].[Na+] (NaOH). The solvent is O (water). The product is C(C1=CC=CC=C1)OCCCOC1=C(C=CC2=C1B(OC2C[N+](=O)[O-])O)OC (7-(3-Benzyloxy-propoxy)-6-methoxy-3-nitromethyl-3H-benzo[c][1,2]oxaborol-1-ol). RXN SMILES: [CH2:1]([O:8][CH2:9][CH2:10][CH2:11][O:12][C:13]1[C:14]([B:23]2[O:27][C:26](C)(C)[C:25](C)(C)[O:24]2)=[C:15]([CH:18]=[CH:19][C:20]=1[O:21][CH3:22])C=O)[C:2]1[CH:7]=[CH:6][CH:5]=[CH:4][CH:3]=1.[N+:32](C)([O-:34])=[O:33].[OH-].[Na+].C1COCC1>O>[CH2:1]([O:8][CH2:9][CH2:10][CH2:11][O:12][C:13]1[C:14]2[B:23]([OH:27])[O:24][CH:25]([CH2:26][N+:32]([O-:34])=[O:33])[C:15]=2[CH:18]=[CH:19][C:20]=1[O:21][CH3:22])[C:2]1[CH:3]=[CH:4][CH:5]=[CH:6][CH:7]=1 |f:2.3|. Procedure: Synthesized according to the methods of general procedure 8 in U.S. Pat. Pub. No. 20090227541 (U.S. patent application Ser. No. 12/142,692) using the following reactants and amounts: 3-(3-benzyloxy-propoxy)-4-methoxy-2-(4,4,5,5-tetramethyl-[1,3,2]dioxaborolan-2-yl)-benzaldehyde (3.36 g, 7.88 mmol), nitromethane (1.28 mL, 23.66 mmol), NaOH (0.22 g, 5.52 mmol), THF (6 mL), water (18 mL). Purification: flash column chromatography (30% EtOAc/hexanes): yield 1.2 g (41%). 1H NMR (400 MHz, DMSO-d6) δ (... The reactants are [Al+3], C1CCOC1, [H-], [H-], [H-], [H-], [Li+], COC(=O)CCc1ccc(O)cc1. The product is OCCCc1ccc(O)cc1. RXN SMILES: [Al+3:2].[CH2:20]1[O:21][CH2:22][CH2:23][CH2:24]1.[H-:1].[H-:4].[H-:5].[H-:6].[Li+:3].[OH:7][c:8]1[cH:9][cH:10][c:11]([CH2:14][CH2:15][C:16](=[O:17])[O:18][CH3:19])[cH:12][cH:13]1>>[OH:7][c:8]1[cH:9][cH:10][c:11]([CH2:14][CH2:15][CH2:16][OH:17])[cH:12][cH:13]1. Starting materials: C(C)OC(=O)C1=CC2=C(N=C(N2)NC2=C(C=CC(=C2)CN)Cl)C=C1Cl (Ethyl-2-[5-(aminomethyl)-2-chlorophenylamino]-6-chloro-benzimidazole-5-carboxylate), C(C(C)(C)C)(=O)Cl (pivaloyl chloride), TEA. Run in C1CCOC1 (THF). Conditions: time 18 hour. Product: C(C)OC(=O)C1=CC2=C(N=C(N2)NC2=C(C=CC(=C2)CNC(=O)C(C)(C)C)Cl)C=C1Cl (Ethyl-2-[5-(tert.butylcarbonylaminomethyl)-2-chlorophenylamino]-6-chloro-benzimidazole-5-carboxylate). Reaction SMILES: [CH2:1]([O:3][C:4]([C:6]1[C:24]([Cl:25])=[CH:23][C:9]2[N:10]=[C:11]([NH:13][C:14]3[CH:19]=[C:18]([CH2:20][NH2:21])[CH:17]=[CH:16][C:15]=3[Cl:22])[NH:12][C:8]=2[CH:7]=1)=[O:5])[CH3:2].[C:26](Cl)(=[O:31])[C:27]([CH3:30])([CH3:29])[CH3:28]>C1COCC1>[CH2:1]([O:3][C:4]([C:6]1[C:24]([Cl:25])=[CH:23][C:9]2[N:10]=[C:11]([NH:13][C:14]3[CH:19]=[C:18]([CH2:20][NH:21][C:26]([C:27]([CH3:30])([CH3:29])[CH3:28])=[O:31])[CH:17]=[CH:16][C:15]=3[Cl:22])[NH:12][C:8]=2[CH:7]=1)=[O:5])[CH3:2]. Reported procedure: A mixture of Ethyl-2-[5-(aminomethyl)-2-chlorophenylamino]-6-chloro-benzimidazole-5-carboxylate (1.00 g, 2.4 mmol), pivaloyl chloride (0.296 ml, 2.4 mmol), 1.5 ml TEA and 50 ml THF were stirred for 18 h at rt. The mixture was concentrated, diluted with EtOAc, washed 2× with H2O, dried over Na2SO4 and concentrated. The residue was purified by chromatography to give the sub-title compound. Yield 0.92 g (83%). Reactants: COC(=O)c1nc(Br)sc1-c1ccccc1, CO, CC(C)(C)OC(=O)NCCN. The product is CC(C)(C)OC(=O)NCCNC(=O)c1nc(Br)sc1-c1ccccc1. Reaction SMILES: [Br:1][c:2]1[s:3][c:4](-[c:11]2[cH:12][cH:13][cH:14][cH:15][cH:16]2)[c:5]([C:7]([O:9][CH3:8])=[O:10])[n:6]1.[CH3:28][OH:29].[NH2:17][CH2:18][CH2:19][NH:20][C:21]([O:22][C:23]([CH3:24])([CH3:25])[CH3:26])=[O:27]>>[Br:1][c:2]1[s:3][c:4](-[c:11]2[cH:12][cH:13][cH:14][cH:15][cH:16]2)[c:5]([C:7](=[O:9])[NH:17][CH2:18][CH2:19][NH:20][C:21]([O:22][C:23]([CH3:24])([CH3:25])[CH3:26])=[O:27])[n:6]1. The product is C(C)O[C@@H](COCC1=CC=C(C=C1)[C@@H]1[C@H](CN[C@H](C1)CCN1C=NN=C1)OCC=1C=CC2=C(N(CCO2)CCCOC)C1)C (6-[(3R,4R,6R)-4-[4-((R)-2-Ethoxy-propoxymethyl)-phenyl]-6-(2-[1,2,4]triazol-4-yl-ethyl) -piperidin-3-yloxymethyl]-4-(3-methoxy-propyl)-3,4-dihydro-2H-benzo[1,4]oxazine). As a reaction SMILES: [CH2:1]([O:3][C@H:4]([CH3:54])[CH2:5][O:6][CH2:7][C:8]1[CH:13]=[CH:12][C:11]([C@@H:14]2[C@@H:19]([O:20][CH2:21][C:22]3[CH:23]=[CH:24][C:25]4[O:30][CH2:29][CH2:28][N:27]([CH2:31][CH2:32][CH2:33][O:34][CH3:35])[C:26]=4[CH:36]=3)CN(S(C3C=CC(C)=CC=3)(=O)=O)[C@@H](CCOS(C)(=O)=O)[CH2:15]2)=[CH:10][CH:9]=1)[CH3:2].[N-]=[N+:56]=[N-:57].[Na+].[CH3:59][N:60]1[C:65](=O)[N:64]([CH3:67])[CH2:63][CH2:62][CH2:61]1>CC(OC)(C)C>[CH2:1]([O:3][C@H:4]([CH3:54])[CH2:5][O:6][CH2:7][C:8]1[CH:13]=[CH:12][C:11]([C@H:14]2[CH2:15][C@H:63]([CH2:62][CH2:61][N:60]3[CH:65]=[N:57][N:56]=[CH:59]3)[NH:64][CH2:67][C@@H:19]2[O:20][CH2:21][C:22]2[CH:23]=[CH:24][C:25]3[O:30][CH2:29][CH2:28][N:27]([CH2:31][CH2:32][CH2:33][O:34][CH3:35])[C:26]=3[CH:36]=2)=[CH:10][CH:9]=1)[CH3:2] |f:1.2|. Solvent: CC(C)(C)OC (TBME). Reactants: C(C)O[C@@H](COCC1=CC=C(C=C1)[C@H]1C[C@@H](N(C[C@@H]1OCC=1C=CC2=C(N(CCO2)CCCOC)C1)S(=O)(=O)C1=CC=C(C=C1)C)CCOS(=O)(=O)C)C (methanesulfonic acid 2-[(2R,4R,5R)-4-[4-((R)-2-ethoxy-propoxymethyl) -phenyl]-5-[4-(3-methoxy-propyl)-3,4-dihydro-2H-benzo[1,4]oxazin-6-ylmethoxy]-1-(toluene-4-sulfonyl)-piperidin-2-yl]-ethyl ester), [N-]=[N+]=[N-].[Na+] (sodium azide), CN1CCCN(C1=O)C (DMPU). Procedure: A solution of 1.0 mmol of methanesulfonic acid 2-[(2R,4R,5R)-4-[4-((R)-2-ethoxy-propoxymethyl) -phenyl]-5-[4-(3-methoxy-propyl)-3,4-dihydro-2H-benzo[1,4]oxazin-6-ylmethoxy]-1-(toluene-4-sulfonyl)-piperidin-2-yl]-ethyl ester (example 6g) and 10 mmol of sodium azide in 1.5 ml of DMPU is stirred at 80° C. for 3 h. The solution is cooled to RT, diluted with 3 ml of TBME, filtered through 2 cm of SiO2 60 F, eluting with EtOAc-Heptane 1:1. The filtrate is concentrated under reduced pressure and purifi...